From a dataset of the Open Reaction Database (ORD), a public repository of structured organic reaction records. describe an organic reaction: reactants, conditions, products, and yield Starting materials: CCc1cn(C2CC(O)C(CN)O2)c(=O)[nH]c1=O, [Na+], [OH-], O, CCC(C(=O)Cl)c1ccccc1. Yields the product CCc1cn(C2CC(O)C(CNC(=O)C(CC)c3ccccc3)O2)c(=O)[nH]c1=O. As a reaction SMILES: [NH2:3][CH2:4][CH:5]1[CH:6]([OH:20])[CH2:7][CH:8]([n:10]2[c:11](=[O:12])[nH:13][c:14](=[O:15])[c:16]([CH2:18][CH3:19])[cH:17]2)[O:9]1.[Na+:2].[OH-:1].[OH2:33].[c:21]1([CH:27]([C:28](=[O:29])[Cl:30])[CH2:31][CH3:32])[cH:22][cH:23][cH:24][cH:25][cH:26]1>>[NH:3]([CH2:4][CH:5]1[CH:6]([OH:20])[CH2:7][CH:8]([n:10]2[c:11](=[O:12])[nH:13][c:14](=[O:15])[c:16]([CH2:18][CH3:19])[cH:17]2)[O:9]1)[C:28]([CH:27]([c:21]1[cH:22][cH:23][cH:24][cH:25][cH:26]1)[CH2:31][CH3:32])=[O:29]. Starting materials: BrC=1C(=NC(=NC1)Cl)Cl (5-bromo-2,4-dichloropyrimidine), C(C)(C)[Mg]Cl (isopropyl magnesium chloride), FC1=C(C=O)C(=CC=C1F)OC (2,3-difluoro-6-methoxy-benzaldehyde). Run in C1CCOC1 (THF). Conditions: temperature 0 celsius, time 20 minute. Yields the product ClC1=NC=C(C(=N1)Cl)C(O)C1=C(C(=CC=C1OC)F)F ((2,4-Dichloro-pyrimidin-5-yl)-(2,3-difluoro-6-methoxy-phenyl)-methanol). As a reaction SMILES: Br[C:2]1[C:3]([Cl:9])=[N:4][C:5]([Cl:8])=[N:6][CH:7]=1.C([Mg]Cl)(C)C.[F:15][C:16]1[C:23]([F:24])=[CH:22][CH:21]=[C:20]([O:25][CH3:26])[C:17]=1[CH:18]=[O:19]>C1COCC1>[Cl:8][C:5]1[N:4]=[C:3]([Cl:9])[C:2]([CH:18]([C:17]2[C:20]([O:25][CH3:26])=[CH:21][CH:22]=[C:23]([F:24])[C:16]=2[F:15])[OH:19])=[CH:7][N:6]=1. Procedure details: To a stirred solution of 5-bromo-2,4-dichloropyrimidine (Aldrich, 3.02 g, 13.25 mmol) in 20 mL of THF at −30° C., isopropyl magnesium chloride (Aldrich, 2M solution in THF, 7.12 mL, 13.25 mmol) was added dropwise and the mixture was stirred for 20 minutes. Then 2,3-difluoro-6-methoxy-benzaldehyde (Matrix, 2.28 g, 13.25 mmol) was added and the mixture was warmed to 0° C. and stirred for 40 minutes. The reaction was quenched with saturated ammonium chloride solution and the resulting mixture was e...